describe an organic reaction: reactants, conditions, products, and yield From a dataset of the Open Reaction Database (ORD), a public repository of structured organic reaction records. Starting materials: N[C@@H](CC1=CC=CC=C1)C(=O)O (L-phenylalanine), C([O-])(O)=O.[Na+] (sodium bicarbonate), ICC (iodoethane). Run in CN(C)C=O (DMF). Run at time 20 hour. The product is C(C)OC([C@@H](N)CC1=CC=CC=C1)=O (L-phenylalanine ethyl ester). RXN SMILES: [NH2:1][C@H:2]([C:10]([OH:12])=[O:11])[CH2:3][C:4]1[CH:9]=[CH:8][CH:7]=[CH:6][CH:5]=1.C(=O)(O)[O-].[Na+].I[CH2:19][CH3:20]>CN(C=O)C>[CH2:19]([O:11][C:10](=[O:12])[C@H:2]([CH2:3][C:4]1[CH:9]=[CH:8][CH:7]=[CH:6][CH:5]=1)[NH2:1])[CH3:20] |f:1.2|. Procedure details: To a suspension of N-(2-chloro-6-methylbenzoyl)-4-[(2,6-dichlorophenyl)carbonyl]amino]-L-phenylalanine (7.0 g, 13.84 mmol) and powdered sodium bicarbonate (5.88 g, 70 mmol) in DMF (100 mL) was added excess of iodoethane (10.91 g, 70 mmol) at room temperature. The resulting suspension was stirred for 20 h at which time TLC analysis of the mixture indicated the absence of staring material and the excess iodoethane and some DMF was removed on a rotary evaporator under vacuum. The remaining residue ...